Dataset: the Open Reaction Database (ORD), a public repository of structured organic reaction records. Task: describe an organic reaction: reactants, conditions, products, and yield Starting materials: CCOCC, Nc1cc(F)cc(F)c1, O=C1CCC(=O)N1Br, CN(C)C=O. Yields the product Nc1cc(F)c(Br)c(F)c1. Reaction SMILES: [CH3:23][CH2:24][O:25][CH2:26][CH3:27].[F:1][c:2]1[cH:3][c:4]([NH2:5])[cH:6][c:7]([F:9])[cH:8]1.[O:10]=[C:11]1[N:12]([Br:17])[C:13](=[O:14])[CH2:15][CH2:16]1.[O:18]=[CH:19][N:20]([CH3:21])[CH3:22]>>[F:1][c:2]1[cH:3][c:4]([NH2:5])[cH:6][c:7]([F:9])[c:8]1[Br:17]. The reactants are CC(C)(C)[Si](C)(C)OCC1CN(c2ccc(I)c(F)c2)C(=O)O1, Cc1cn(CC2CC(c3ccc([Sn](C)(C)C)cc3)=NO2)nn1. Yields the product Cc1cn(CC2CC(c3ccc(-c4ccc(N5CC(CO[Si](C)(C)C(C)(C)C)OC5=O)cc4F)cc3)=NO2)nn1. RXN SMILES: [C:1]([CH3:2])([CH3:3])([CH3:4])[Si:5]([O:6][CH2:7][CH:8]1[CH2:9][N:10]([c:14]2[cH:15][c:16]([F:21])[c:17]([I:20])[cH:18][cH:19]2)[C:11](=[O:13])[O:12]1)([CH3:22])[CH3:23].[CH3:24][c:25]1[n:26][n:27][n:28]([CH2:30][CH:31]2[CH2:32][C:33]([c:36]3[cH:37][cH:38][c:39]([Sn:42]([CH3:43])([CH3:44])[CH3:45])[cH:40][cH:41]3)=[N:34][O:35]2)[cH:29]1>>[C:1]([CH3:2])([CH3:3])([CH3:4])[Si:5]([O:6][CH2:7][CH:8]1[CH2:9][N:10]([c:14]2[cH:15][c:16]([F:21])[c:17](-[c:39]3[cH:38][cH:37][c:36]([C:33]4=[N:34][O:35][CH:31]([CH2:30][n:28]5[n:27][n:26][c:25]([CH3:24])[cH:29]5)[CH2:32]4)[cH:41][cH:40]3)[cH:18][cH:19]2)[C:11](=[O:13])[O:12]1)([CH3:22])[CH3:23]. The solvent is [F-].[K+] (potassium fluoride). The product is IC1=CC=CC2=C1C(N1[C@H](C=3N2C=NC3C(=O)OCC3CC3)CCC1)=O (cyclopropylmethyl (S)-11,12,13,13a-tetrahydro-8-iodo-9-oxo-9H-imidazo[1,5-a]pyrrolo[2,1-c][1,4]benzodiazepine-1-carboxylate). The reactants are IC1=CC=CC2=C1C(N1[C@H](C=3N2C=NC3C(=O)OC(C)(C)C)CCC1)=O (tert.butyl (S)-11,12,13,13a-tetrahydro-8-iodo-9-oxo-9H-imidazo[1,5-a]pyrrolo[2,1-c] [1,4]benzodiazepine-1-carboxylate), OCC1CC1 (hydroxymethyl-cyclopropane). Reaction SMILES: [I:1][C:2]1[C:7]2[C:8](=[O:26])[N:9]3[CH2:25][CH2:24][CH2:23][C@H:10]3[C:11]3[N:12]([CH:13]=[N:14][C:15]=3[C:16]([O:18]C(C)(C)C)=[O:17])[C:6]=2[CH:5]=[CH:4][CH:3]=1.O[CH2:28][CH:29]1[CH2:31][CH2:30]1>[F-].[K+]>[I:1][C:2]1[C:7]2[C:8](=[O:26])[N:9]3[CH2:25][CH2:24][CH2:23][C@H:10]3[C:11]3[N:12]([CH:13]=[N:14][C:15]=3[C:16]([O:18][CH2:28][CH:29]3[CH2:31][CH2:30]3)=[O:17])[C:6]=2[CH:5]=[CH:4][CH:3]=1 |f:2.3|. Procedure: 4.65 g (10 mmol) of tert.butyl (S)-11,12,13,13a-tetrahydro-8-iodo-9-oxo-9H-imidazo[1,5-a]pyrrolo[2,1-c] [1,4]benzodiazepine-1-carboxylate, 24 g (330 mmol) of hydroxymethyl-cyclopropane and 3 g (13 mmol) of tetraethyl crthotitanate are stirred at 115° overnight, the solution is evaporated to dryness and the residue is taken up in chloroform. The solution obtained is stirred for 0.5 hour with 40 ml of a saturated potassium fluoride solution, the resulting emulsion is filtered through siliceous ear... Starting materials: BrC1=C(C(=O)OC)C=CC(=C1)C(=O)OC (dimethyl 2-bromoterephthalate), [OH-].[Na+] (sodium hydroxide), O (Water). Solvent: CO (methanol). Run at time 1.5 hour. Product: BrC=1C=C(C(=O)O)C=CC1C(=O)OC (3-Bromo-4-(methoxycarbonyl)benzoic acid), crystals. Reaction SMILES: [Br:1][C:2]1[CH:11]=[C:10]([C:12]([O:14]C)=[O:13])[CH:9]=[CH:8][C:3]=1[C:4]([O:6][CH3:7])=[O:5].[OH-].[Na+].O>CO>[Br:1][C:2]1[CH:11]=[C:10]([CH:9]=[CH:8][C:3]=1[C:4]([O:6][CH3:7])=[O:5])[C:12]([OH:14])=[O:13] |f:1.2|. Reported procedure: To a solution of dimethyl 2-bromoterephthalate (1.04 g) in methanol (10 mL) was added 1 N sodium hydroxide (5.71 mL) at room temperature. After stirring for 1.5 hour, the reaction was quenched by adding 1 N hydrochloric acid (7 mL). White crystals were formed. Water (10 mL) was added to aid crystalyzation. The crystals were collected by filtration, washed with water, and dried in the air. 3-Bromo-4-(methoxycarbonyl)benzoic acid was obtained as white crystals (532 mg). Reactants: C(C(=O)Cl)(=O)Cl (oxalyl chloride), [Cl-].[Al+3].[Cl-].[Cl-] (aluminum chloride), C(CCC(=O)O)(=O)OC (methyl hydrogen succinate), C(C)(=O)NCC1CC2=CC=CC=C2C1 (2-(acetylaminomethyl)indane), ice water. Reagents/catalysts: CN(C=O)C (dimethylformamide). Solvent: ClC(C)Cl (dichloroethane), ClC(C)Cl (dichloroethane). Conditions: time 5 hour. Yields the product C(C)(=O)NCC1CC2=CC=C(C=C2C1)C(CCC(=O)OC)=O (2-(acetylamino) methyl-5-(3methoxycarbonylpropionyl) indane). Isolated yield 93.4%. RXN SMILES: [C:1]([O:8][CH3:9])(=[O:7])[CH2:2][CH2:3][C:4]([OH:6])=O.C(Cl)(=O)C(Cl)=O.[C:16]([NH:19][CH2:20][CH:21]1[CH2:29][C:28]2[C:23](=[CH:24][CH:25]=[CH:26][CH:27]=2)[CH2:22]1)(=[O:18])[CH3:17].[Cl-].[Al+3].[Cl-].[Cl-]>ClC(Cl)C.CN(C)C=O>[C:16]([NH:19][CH2:20][CH:21]1[CH2:29][C:28]2[C:23](=[CH:24][CH:25]=[C:26]([C:4](=[O:6])[CH2:3][CH2:2][C:1]([O:8][CH3:9])=[O:7])[CH:27]=2)[CH2:22]1)(=[O:18])[CH3:17] |f:3.4.5.6|. Procedure details: To 48.3 g of methyl hydrogen succinate dissolved in 840 ml of dichloroethane were added 46.4 g of oxalyl chloride and 2 drops of dimethylformamide. The mixture was stirred at room temperature for 5 hours. Then, under ice cooling, 34.6 g of 2-(acetylaminomethyl)indane dissolved in 280 ml of dichloroethane and 97.6 g of anhydrous aluminum chloride were added to the reaction mixture. After the mixture was stirred for 1 hour, the reaction mixture was poured into ice water. The organic layer was coll... Reactants: NC=1C=C(C=CC1)C#CC=1C(=CC(=C(C1)NC(OC(C)(C)C)=O)C)N1CCOCC1 (tert-Butyl {5-[(3-aminophenyl)ethynyl]-2-methyl-4-morpholin-4-ylphenyl}carbamate), [H][H] (hydrogen). Reagents/catalysts: [Pd] (palladium on carbon). Solvent: CO (methanol). The product is NC=1C=C(C=CC1)CCC=1C(=CC(=C(C1)NC(OC(C)(C)C)=O)C)N1CCOCC1 (tert-Butyl {5-[2-(3-aminophenyl)ethyl]-2-methyl-4-morpholin-4-ylphenyl}carbamate). Yield: 102.1%. Reaction SMILES: [NH2:1][C:2]1[CH:3]=[C:4]([C:8]#[C:9][C:10]2[C:11]([N:25]3[CH2:30][CH2:29][O:28][CH2:27][CH2:26]3)=[CH:12][C:13]([CH3:24])=[C:14]([NH:16][C:17](=[O:23])[O:18][C:19]([CH3:22])([CH3:21])[CH3:20])[CH:15]=2)[CH:5]=[CH:6][CH:7]=1.[H][H]>CO.[Pd]>[NH2:1][C:2]1[CH:3]=[C:4]([CH2:8][CH2:9][C:10]2[C:11]([N:25]3[CH2:26][CH2:27][O:28][CH2:29][CH2:30]3)=[CH:12][C:13]([CH3:24])=[C:14]([NH:16][C:17](=[O:23])[O:18][C:19]([CH3:20])([CH3:21])[CH3:22])[CH:15]=2)[CH:5]=[CH:6][CH:7]=1. Procedure details: tert-Butyl {5-[(3-aminophenyl)ethynyl]-2-methyl-4-morpholin-4-ylphenyl}carbamate (62 mg, 0.15 mmol) was stirred in methanol (2 mL) and 10% palladium on carbon (50 mg). The mixture was stirred under a balloon pressure of hydrogen gas for 3 hours. The mixture was filtered through celite and evaporated to give the desired compound (63 mg, 100%). LCMS for C24H34N3O3 (M+H)+: m/z=412.1. Starting materials: C1(CC1)C1=C(C=CC(=C1)F)C(=O)C1=C(C=C(C=C1)F)C1CC1 (cyclopropyl-4-fluorophenyl ketone), C[Mg]Br (methyl magnesium bromide), C1CCOC1 (THF). Run in CCOCC (Et2O). Run at time 90 minute. Yields the product C1(CC1)C(C)(O)C1=CC=C(C=C1)F (1-cyclopropyl-1-(4-fluorophenyl)ethanol). Yield: 89.0%. Reaction SMILES: C1(C2C=C(F)C=C[C:5]=2[C:11]([C:13]2[CH:18]=[CH:17][C:16]([F:19])=[CH:15][C:14]=2[CH:20]2[CH2:22][CH2:21]2)=O)CC1.C[Mg]Br.C1C[O:29]CC1>CCOCC>[CH:20]1([C:14]([C:13]2[CH:11]=[CH:5][C:16]([F:19])=[CH:17][CH:18]=2)([OH:29])[CH3:15])[CH2:21][CH2:22]1. Procedure: To a solution of cyclopropyl-4-fluorophenyl ketone (523 mg, 3.19 mmol) in THF (10 mL) at 0° C. under N2 was added 3 M methyl magnesium bromide (1.7 mL, 5.1 mmol) in Et2O. After 90 minutes at 0° C., the reaction was quenched by addition of brine (10 mL) and diluted with Et2O (100 mL). The organic solution was washed with saturated NaHCO3 (100 mL) and brine (100 mL). Column purification (hexanes:EtOAc 9:1) yielded 1-cyclopropyl-1-(4-fluorophenyl)ethanol (512 mg, 89%) as a colorless oil. Reactants: CS(=O)(=O)N1CCN(Cc2ccc3cc(-c4cc5ccccc5[nH]c4=O)n(C(=O)[O-])c3c2)CC1, CSC, ClCCl, O=C(O)C(F)(F)F, O. The product is CS(=O)(=O)N1CCN(Cc2ccc3cc(-c4cc5ccccc5[nH]c4=O)[nH]c3c2)CC1. As a reaction SMILES: [CH3:1][S:2](=[O:3])(=[O:4])[N:5]1[CH2:6][CH2:7][N:8]([CH2:11][c:12]2[cH:13][cH:14][c:15]3[cH:16][c:17](-[c:24]4[c:25](=[O:34])[nH:26][c:27]5[cH:28][cH:29][cH:30][cH:31][c:32]5[cH:33]4)[n:18]([C:21]([O-:22])=[O:23])[c:19]3[cH:20]2)[CH2:9][CH2:10]1.[CH3:36][S:37][CH3:38].[Cl:46][CH2:47][Cl:48].[F:39][C:40]([F:41])([F:42])[C:43]([OH:44])=[O:45].[OH2:35]>>[CH3:1][S:2](=[O:3])(=[O:4])[N:5]1[CH2:6][CH2:7][N:8]([CH2:11][c:12]2[cH:13][cH:14][c:15]3[cH:16][c:17](-[c:24]4[c:25](=[O:34])[nH:26][c:27]5[cH:28][cH:29][cH:30][cH:31][c:32]5[cH:33]4)[nH:18][c:19]3[cH:20]2)[CH2:9][CH2:10]1.